Dataset: the Open Reaction Database (ORD), a public repository of structured organic reaction records. Task: describe an organic reaction: reactants, conditions, products, and yield Procedure: 1.15 grams of N-ethylmorpholine was alkylated with 1,4-butanesultone in similar fashion to the previous example to give 1.09 grams of a white solid. The structure was confirmed by positive mode electrospray mass spectroscopy (M+H)=252.6 and (M+Na) 274.2 m/z and 1H NMR. Starting materials: C(C)N1CCOCC1 (N-ethylmorpholine), C1CCS(=O)(=O)OC1 (1,4-butanesultone). RXN SMILES: [CH2:1]([N:3]1[CH2:8][CH2:7][O:6][CH2:5][CH2:4]1)[CH3:2].[CH2:9]1[CH2:16][O:15][S:12](=[O:14])(=[O:13])[CH2:11][CH2:10]1>>[CH2:1]([N+:3]1([CH2:16][CH2:9][CH2:10][CH2:11][S:12]([O-:15])(=[O:14])=[O:13])[CH2:8][CH2:7][O:6][CH2:5][CH2:4]1)[CH3:2]. Yields the product C(C)[N+]1(CCOCC1)CCCCS(=O)(=O)[O-] (4-ethyl-4-(4-sulfonatobutyl)morpholin-4-ium). The reactants are CCOC(=O)CBr, CC(C)=O, [K+], [K+], O=C([O-])[O-], N#Cc1ccc(O)cc1. Product: CCOC(=O)COc1ccc(C#N)cc1. Reaction SMILES: [Br:10][CH2:11][C:12](=[O:13])[O:14][CH2:15][CH3:16].[CH3:23][C:24](=[O:25])[CH3:26].[K+:17].[K+:18].[O-:19][C:20]([O-:21])=[O:22].[OH:1][c:2]1[cH:3][cH:4][c:5]([C:8]#[N:9])[cH:6][cH:7]1>>[O:1]([c:2]1[cH:3][cH:4][c:5]([C:8]#[N:9])[cH:6][cH:7]1)[CH2:11][C:12](=[O:13])[O:14][CH2:15][CH3:16]. Reactants: 12c, BrC=1C=C(C=NC1)S(=O)(=O)N1C[C@]2(CC3=C(C=C2CC1)N(N=C3)C3=CC=C(C=C3)F)COC ((R)-6-(5-bromopyridine-3-sulfonyl)-1-(4-fluorophenyl)-4a-methoxymethyl-4,4a,5,6,7,8-hexahydro-1H-1,2,6-triazacyclopenta[b]naphthalene), Cl.F[C@H]1CNCC1 ((R)-3-fluoropyrrolidine hydrochloride). The product is FC1=CC=C(C=C1)N1N=CC2=C1C=C1CCN(C[C@]1(C2)COC)S(=O)(=O)C=2C=NC=C(C2)N2C[C@@H](CC2)F ((R)-1-(4-Fluorophenyl)-6-[5-((R)-3-fluoropyrrolidin-1-yl)-pyridine-3-sulfonyl]-4a-methoxymethyl-4,4a,5,6,7,8-hexahydro-1H-1,2,6-triaza-cyclopenta[b]naphthalene). As a reaction SMILES: Br[C:2]1[CH:3]=[C:4]([S:8]([N:11]2[CH2:20][CH2:19][C:18]3[C@:13]([CH2:31][O:32][CH3:33])([CH2:14][C:15]4[CH:23]=[N:22][N:21]([C:24]5[CH:29]=[CH:28][C:27]([F:30])=[CH:26][CH:25]=5)[C:16]=4[CH:17]=3)[CH2:12]2)(=[O:10])=[O:9])[CH:5]=[N:6][CH:7]=1.Cl.[F:35][C@@H:36]1[CH2:40][CH2:39][NH:38][CH2:37]1>>[F:30][C:27]1[CH:28]=[CH:29][C:24]([N:21]2[C:16]3[CH:17]=[C:18]4[C@:13]([CH2:31][O:32][CH3:33])([CH2:14][C:15]=3[CH:23]=[N:22]2)[CH2:12][N:11]([S:8]([C:4]2[CH:5]=[N:6][CH:7]=[C:2]([N:38]3[CH2:39][CH2:40][C@@H:36]([F:35])[CH2:37]3)[CH:3]=2)(=[O:10])=[O:9])[CH2:20][CH2:19]4)=[CH:25][CH:26]=1 |f:1.2|. Procedure details: The title compound was prepared by the method of Preparation 12c using (R)-6-(5-bromopyridine-3-sulfonyl)-1-(4-fluorophenyl)-4a-methoxymethyl-4,4a,5,6,7,8-hexahydro-1H-1,2,6-triazacyclopenta[b]naphthalene and (R)-3-fluoropyrrolidine hydrochloride. LCMS (Method F): 542 (M+H)+, Retention time 4.9 minutes. The reactants are Cl.C(C)(=O)OCC (hydrochloric acid ethyl acetate), C(C)OC([C@@H](CCC(C1=CC(=C(C=C1)F)F)=O)NC(=O)OC(C)(C)C)=O ((R)-2-t-butoxycarbonylamino-5-oxo-5-(3,4-difluorophenyl) valeric acid ethyl ester). The solvent is C(C)(=O)OCC (ethyl acetate). Run at time 3 hour. The product is C(C)OC(=O)[C@@H]1N=C(CC1)C1=CC(=C(C=C1)F)F ((R)-5-(3,4-difluorophenyl)-3,4-dihydro-2H-pyrrole-2-carboxylic acid ethyl ester). Isolated yield 84.3%. Reaction SMILES: Cl.C(OCC)(=O)C.[CH2:8]([O:10][C:11](=[O:33])[C@H:12]([NH:25]C(OC(C)(C)C)=O)[CH2:13][CH2:14][C:15](=O)[C:16]1[CH:21]=[CH:20][C:19]([F:22])=[C:18]([F:23])[CH:17]=1)[CH3:9]>C(OCC)(=O)C>[CH2:8]([O:10][C:11]([C@H:12]1[CH2:13][CH2:14][C:15]([C:16]2[CH:21]=[CH:20][C:19]([F:22])=[C:18]([F:23])[CH:17]=2)=[N:25]1)=[O:33])[CH3:9] |f:0.1|. Procedure details: 4 N hydrochloric acid/ethyl acetate (156 mL) was added to an ethyl acetate (30 mL) solution of (R)-2-t-butoxycarbonylamino-5-oxo-5-(3,4-difluorophenyl) valeric acid ethyl ester (21.2 g), and stirring was continued for 3 hours at room temperature. The solvent was removed under a vacuum, and ethyl acetate and sodium bicarbonate aqueous solution was added to the residue, and the organic layer was partitioned. After washing the organic layer with brine, the resultant was dried over anhydrous magnesi... The reactants are [Zn] (zinc), BrCC1=CC(=C(C=C1)C(F)(F)F)F (4-(bromomethyl)-2-fluoro-1-(trifluoromethyl)benzene), ice, BrCCBr (1,2-dibromoethane), Cl[Si](C)(C)C (chlorotrimethylsilane). Solvent: O1CCCC1 (tetrahydrofuran), O1CCCC1 (tetrahydrofuran). Reaction conditions: temperature 60 celsius, time 15 minute. Product: [Br-].FC=1C=C(C[Zn+])C=CC1C(F)(F)F ((3-Fluoro-4-(trifluoromethyl)benzyl)zinc(II) bromide). As a reaction SMILES: [Zn:1].[Br:2]CCBr.Cl[Si](C)(C)C.Br[CH2:12][C:13]1[CH:18]=[CH:17][C:16]([C:19]([F:22])([F:21])[F:20])=[C:15]([F:23])[CH:14]=1>O1CCCC1>[Br-:2].[F:23][C:15]1[CH:14]=[C:13]([CH:18]=[CH:17][C:16]=1[C:19]([F:22])([F:21])[F:20])[CH2:12][Zn+:1] |f:5.6|. Procedure: In a dried flask was zinc powder (3.05 g, 46.69 mmol) suspended in anhydrous tetrahydrofuran (25 mL) under nitrogen. The resulting suspension was warmed to 60° C., then 1,2-dibromoethane (0.168 mL, 1.95 mmol) was added and stirred at that temperature for 15 min. It was cooled to room temperature, then chlorotrimethylsilane (0.2 mL, 1.58 mmol) was added and stirred at room temperature for 1 h 15 min. Then, 4-(bromomethyl)-2-fluoro-1-(trifluoromethyl)benzene (10 g, 38.91 mmol) in tetrahydrofuran (... The reactants are ClC1(C2=C(C(NC2=CC(=C1)Cl)C(=O)OCC)CCC(=O)OCC)F (Ethyl 4,6-dichloro-4-fluoro-3-(3-ethoxy-3-oxopropyl)-1H-indole-2-carboxylate), O.O.O.[OH-].[Li+] (lithium hydroxide trihydrate). Run in O1CCCC1 (tetrahydrofurane), O1CCCC1 (THF), O (water). The product is C(=O)(O)CCC=1C(NC2=CC(=CC(C12)(F)Cl)Cl)C(=O)O (3-(2-Carboxyethyl)-4,6-dichloro-4-fluoro-1H-indole-2-carboxylic acid). Isolated yield 95.0%. As a reaction SMILES: [Cl:1][C:2]1([F:24])[CH:10]=[C:9]([Cl:11])[CH:8]=[C:7]2[C:3]1=[C:4]([CH2:17][CH2:18][C:19]([O:21]CC)=[O:20])[CH:5]([C:12]([O:14]CC)=[O:13])[NH:6]2.O.O.O.[OH-].[Li+]>O1CCCC1.O>[C:19]([CH2:18][CH2:17][C:4]1[CH:5]([C:12]([OH:14])=[O:13])[NH:6][C:7]2[C:3]=1[C:2]([Cl:1])([F:24])[CH:10]=[C:9]([Cl:11])[CH:8]=2)([OH:21])=[O:20] |f:1.2.3.4.5|. Reported procedure: Ethyl 4,6-dichloro-4-fluoro-3-(3-ethoxy-3-oxopropyl)-1H-indole-2-carboxylate (1.13 g, 3 mmol) was dissolved in 15 ml tetrahydrofurane (THF) with stirring at rt. Then a solution of 0.38 g of lithium hydroxide trihydrate (3 equiv.) in 15 ml water was added and the resulting mixture was let to stir at rt for 24 h. After completion of the reaction THF was removed under reduced pressure and the pH was adjusted to 4-5, and the product was extracted with diethyl ether (3×15 ml). The organic layers were... As a reaction SMILES: [CH3:42][O:43][c:44]1[cH:45][cH:46][cH:47][cH:48][cH:49]1.[CH:1]1([O:4][N:5]=[C:6]([C:7](=[O:8])[OH:9])[c:10]2[n:11][s:12][c:13]([NH:15][C:16]([c:17]3[cH:18][cH:19][cH:20][cH:21][cH:22]3)([c:23]3[cH:24][cH:25][cH:26][cH:27][cH:28]3)[c:29]3[cH:30][cH:31][cH:32][cH:33][cH:34]3)[n:14]2)[CH2:2][CH2:3]1.[OH:35][C:36]([C:37]([F:38])([F:39])[F:40])=[O:41]>>[CH:1]1([O:4][N:5]=[C:6]([C:7](=[O:8])[OH:9])[c:10]2[n:11][s:12][c:13]([NH2:15])[n:14]2)[CH2:2][CH2:3]1. Yields the product Nc1nc(C(=NOC2CC2)C(=O)O)ns1. Starting materials: COc1ccccc1, O=C(O)C(=NOC1CC1)c1nsc(NC(c2ccccc2)(c2ccccc2)c2ccccc2)n1, O=C(O)C(F)(F)F. Starting materials: Cl (hydrochloric acid), C1(=CC=CC=C1)C (toluene), 2,4-diclhloroacetophlenone, C(CC)(=O)O (Propionic acid), CN(C=O)C (N,N-dimethylformamide). The reagents and catalysts are [Cu]Cl (copper(I) chloride), [Cu]Cl (copper(I) chloride). Yields the product CC(=O)C1=CC=C(C=C1)Cl (4-chloroacetophenone). The yield is 98.9%. As a reaction SMILES: [C:1]([OH:5])(=O)[CH2:2][CH3:3].[CH3:6]N(C)C=O.[ClH:11].[C:12]1(C)[CH:17]=CC=[CH:14][CH:13]=1>[Cu]Cl>[CH3:6][C:1]([C:2]1[CH:3]=[CH:14][C:13]([Cl:11])=[CH:12][CH:17]=1)=[O:5]. Procedure: A 50-mL round-bottom flask was equipped with a magnetic stir bar, reflux condenser, thermometer, nitrogen inlet, and heating mantle attached to a temperature controller. The flask was charged with 2,4-diclhloroacetophlenone (5.0 g, 26.5 mmol) and copper(I) chloride (5.24 g, 53.0 mmol). Propionic acid (5.87 g, 79.0 mmol) and N,N-dimethylformamide (20 mL) were added, and the resulting mixture was heated to 130°-135° C. Additional copper(I) chloride was added after 31 hours in order to increase the... The reactants are COC([C@@H](NC([C@@H](NC(=O)OC(C)(C)C)C(C)C)=O)CC1=CC=C(C=C1)O)=O (t-butoxycarbonylvalyltyrosine methyl ester), Cl (hydrochloric acid). Run in C(C)(=O)O (acetic acid), O1CCOCC1 (dioxane). Conditions: time 5 minute. Product: Cl.COC([C@@H](NC([C@@H](N)C(C)C)=O)CC1=CC=C(C=C1)O)=O (valyltyrosine methyl ester hydrochloride). RXN SMILES: [CH3:1][O:2][C:3](=[O:28])[C@H:4]([CH2:20][C:21]1[CH:26]=[CH:25][C:24]([OH:27])=[CH:23][CH:22]=1)[NH:5][C:6](=[O:19])[C@H:7]([CH:16]([CH3:18])[CH3:17])[NH:8]C(OC(C)(C)C)=O.[ClH:29]>C(O)(=O)C.O1CCOCC1>[ClH:29].[CH3:1][O:2][C:3](=[O:28])[C@H:4]([CH2:20][C:21]1[CH:26]=[CH:25][C:24]([OH:27])=[CH:23][CH:22]=1)[NH:5][C:6](=[O:19])[C@H:7]([CH:16]([CH3:18])[CH3:17])[NH2:8] |f:4.5|. Procedure: 29.6 g of t-butoxycarbonylvalyltyrosine methyl ester is dissolved in 255 ml of acetic acid. To this solution is added 128 ml of 6 N hydrochloric acid in dioxane. The reaction is allowed to stand for five minutes and the solution is removed under vacuum. The residue is triturated with ethyl ether. The resultant precipitate is filtered, washed with ethyl ether and dried in a vacuum oven at 55° C. to afford valyltyrosine methyl ester hydrochloride.